Dataset: the Open Reaction Database (ORD), a public repository of structured organic reaction records. Task: describe an organic reaction: reactants, conditions, products, and yield Reactants: ClC1=C(C(=CC(=C1)Cl)Cl)N1N=CC(=C1Cl)[N+](=O)[O-] (1-(2,4,6-trichlorophenyl)-4-nitro-5-chloropyrazole), [OH-].[K+] (potassium hydroxide), [OH-].[K+] (potassium hydroxide). The solvent is CO (methanol). The product is ClC1=C(C(=CC(=C1)Cl)Cl)N1N=CC(=C1O)[N+](=O)[O-] (1-(2,4,6-trichlorophenyl)-4-nitro-5-hydroxypyrazole). Isolated yield 49.0%. As a reaction SMILES: [Cl:1][C:2]1[CH:7]=[C:6]([Cl:8])[CH:5]=[C:4]([Cl:9])[C:3]=1[N:10]1[C:14](Cl)=[C:13]([N+:16]([O-:18])=[O:17])[CH:12]=[N:11]1.[OH-:19].[K+]>CO>[Cl:1][C:2]1[CH:7]=[C:6]([Cl:8])[CH:5]=[C:4]([Cl:9])[C:3]=1[N:10]1[C:14]([OH:19])=[C:13]([N+:16]([O-:18])=[O:17])[CH:12]=[N:11]1 |f:1.2|. Procedure details: 3.3 g of 1-(2,4,6-trichlorophenyl)-4-nitro-5-chloropyrazole are suspended in 10 ml of methanol, and 20 ml of 1N methanolic potassium hydroxide solution are added. The mixture is refluxed for 12 hours. In order to achieve complete reaction, a further 10 ml of 1N methanolic potassium hydroxide solution are added to the reaction mixture, which is refluxed for a further 12 hours. For work-up, the mixture is filtered, the solvent is stripped off in vacuo, the residue is taken up in hot water, and the... Starting materials: C(Cl)Cl (DCM), FC(C(=O)NC1CCN(CC1)C(=O)OC(C)(C)C)(F)F (Tert-butyl 4-(2,2,2-trifluoroacetamido)piperidine-1-carboxylate), Cl (hydrogen chloride). Solvent: O1CCOCC1 (1,4-dioxane). Conditions: time 6 hour. The product is Cl.FC(C(=O)NC1CCNCC1)(F)F (2,2,2-trifluoro-N-(piperidin-4-Yl)acetamide hydrochloride). The yield is 96.0%. As a reaction SMILES: C(Cl)[Cl:2].[F:4][C:5]([F:23])([F:22])[C:6]([NH:8][CH:9]1[CH2:14][CH2:13][N:12](C(OC(C)(C)C)=O)[CH2:11][CH2:10]1)=[O:7].Cl>O1CCOCC1>[ClH:2].[F:23][C:5]([F:4])([F:22])[C:6]([NH:8][CH:9]1[CH2:14][CH2:13][NH:12][CH2:11][CH2:10]1)=[O:7] |f:4.5|. Procedure details: To a stirred DCM solution of the title compound of Example 1 (100 mL) was added dropwise a solution of hydrogen chloride (250 mL, 1.0 mol) in 1,4-dioxane (4 M). Stirring was continued for 6 hours, then the suspension was filtered, and the solid washed with diethyl ether (500 mL) to afford the title compound (54.2 g, 96% yield) as a white solid. APCI/MS calcd. for C7H11F3N2O 196.1. found m/z=196.9 (M+1).